This data is from the Open Reaction Database (ORD), a public repository of structured organic reaction records. The task is: describe an organic reaction: reactants, conditions, products, and yield The reactants are CN1CCOCC1, CCOC(C)=O, ClCCl, Nc1ncnc2c1c(-c1ccc(Oc3ccccc3)cc1)cn2C1CCC(O)C1, NCCN1CCOCC1. Product: Nc1ncnc2c1c(-c1ccc(Oc3ccccc3)cc1)cn2C1CCC(OC(=O)NCCN2CCOCC2)C1. Reaction SMILES: [CH3:1][N:2]1[CH2:3][CH2:6][O:5][CH2:4][CH2:7]1.[CH3:49][CH2:50][O:51][C:52](=[O:53])[CH3:54].[Cl:46][CH2:47][Cl:48].[NH2:8][c:9]1[c:10]2[c:11]([n:12][cH:13][n:14]1)[n:15]([CH:31]1[CH2:32][CH:33]([OH:36])[CH2:34][CH2:35]1)[cH:16][c:17]2-[c:18]1[cH:19][cH:20][c:21]([O:24][c:25]2[cH:26][cH:27][cH:28][cH:29][cH:30]2)[cH:22][cH:23]1.[O:37]1[CH2:38][CH2:39][N:40]([CH2:43][CH2:44][NH2:45])[CH2:41][CH2:42]1>>[C:4](=[O:5])([O:36][CH:33]1[CH2:32][CH:31]([n:15]2[c:11]3[c:10]([c:9]([NH2:8])[n:14][cH:13][n:12]3)[c:17](-[c:18]3[cH:19][cH:20][c:21]([O:24][c:25]4[cH:26][cH:27][cH:28][cH:29][cH:30]4)[cH:22][cH:23]3)[cH:16]2)[CH2:35][CH2:34]1)[NH:45][CH2:44][CH2:43][N:40]1[CH2:39][CH2:38][O:37][CH2:42][CH2:41]1. Starting materials: O=C1CCC(=O)N1Br, COC(=O)c1ccccc1C, ClC(Cl)(Cl)Cl, N#CC1(N=NC2(C#N)CCCCC2)CCCCC1. Product: COC(=O)c1ccccc1CBr. As a reaction SMILES: [Br:12][N:13]1[C:14](=[O:15])[CH2:16][CH2:17][C:18]1=[O:19].[CH3:1][O:2][C:3]([c:4]1[c:5]([CH3:10])[cH:6][cH:7][cH:8][cH:9]1)=[O:11].[Cl:38][C:39]([Cl:40])([Cl:41])[Cl:42].[N:20]([C:21]1([C:22]#[N:23])[CH2:24][CH2:25][CH2:26][CH2:27][CH2:28]1)=[N:29][C:30]1([C:31]#[N:32])[CH2:33][CH2:34][CH2:35][CH2:36][CH2:37]1>>[CH3:1][O:2][C:3]([c:4]1[c:5]([CH2:10][Br:12])[cH:6][cH:7][cH:8][cH:9]1)=[O:11]. Starting materials: CCO, O=C1OCCC1C1CCCCC1, [NH4+], [OH-]. Product: O=C1NCCC1C1CCCCC1. As a reaction SMILES: [CH3:15][CH2:16][OH:17].[CH:1]1([CH:7]2[C:8](=[O:12])[O:9][CH2:10][CH2:11]2)[CH2:2][CH2:3][CH2:4][CH2:5][CH2:6]1.[NH4+:13].[OH-:14]>>[CH:1]1([CH:7]2[C:8](=[O:9])[NH:13][CH2:10][CH2:11]2)[CH2:2][CH2:3][CH2:4][CH2:5][CH2:6]1. The reactants are [H][H] (hydrogen), C(CCCC)[C@@H]1CC[C@H](CC1)C=CC(=O)OCC (ethyl β-(trans-4-pentylcyclohexyl)acrylate), [H][H] (hydrogen). Reagents/catalysts: [Pd] (palladium/carbon). Run in C(C)O (ethanol). Yields the product C(CCCC)[C@@H]1CC[C@H](CC1)CCC(=O)OCC (ethyl β-(trans-4-pentylcyclohexyl)propionate). The yield is 91.6%. Reaction SMILES: [CH2:1]([C@H:6]1[CH2:11][CH2:10][C@H:9]([CH:12]=[CH:13][C:14]([O:16][CH2:17][CH3:18])=[O:15])[CH2:8][CH2:7]1)[CH2:2][CH2:3][CH2:4][CH3:5].[H][H]>C(O)C.[Pd]>[CH2:1]([C@H:6]1[CH2:7][CH2:8][C@H:9]([CH2:12][CH2:13][C:14]([O:16][CH2:17][CH3:18])=[O:15])[CH2:10][CH2:11]1)[CH2:2][CH2:3][CH2:4][CH3:5]. Procedure: 41.6 g of ethyl β-(trans-4-pentylcyclohexyl)acrylate were dissolved in 368 ml of ethanol, treated with 7.4 g of palladium/carbon (5%) and hydrogenated at room temperature and under normal pressure until the hydrogen uptake came to a standstill (hydrogen uptake 0.167 mol). The mixture was gassed with nitrogen and filtered (rinsing with ethanol and methylene chloride). Concentration of the filtrate in vacuo gave 38.4 g of ethyl β-(trans-4-pentylcyclohexyl)propionate as a colourless oil which was d... Reactants: Cl.NC(C(=O)NS(=O)(=O)C1=CC=C(C=C1)C)(C(C)C)C (2-amino-2,3-dimethyl-N-(p-tolylsulfonyl)butyramide hydrochloride), CN=C=O (methyl isocyanate). Run in CN(C)C=O (DMF), C1CCOC1 (THF). Run at temperature -30 celsius, time 2 hour. Product: CC(C(C)C)(C(NS(=O)(=O)C1=CC=C(C=C1)C)=O)NC(=O)NC (1-{1,2-dimethyl-1-[(p-tolylsulfonyl)carbamoyl]propyl}-3-methylurea). RXN SMILES: Cl.[NH2:2][C:3]([CH3:20])([CH:17]([CH3:19])[CH3:18])[C:4]([NH:6][S:7]([C:10]1[CH:15]=[CH:14][C:13]([CH3:16])=[CH:12][CH:11]=1)(=[O:9])=[O:8])=[O:5].[CH3:21][N:22]=[C:23]=[O:24]>CN(C=O)C.C1COCC1>[CH3:20][C:3]([NH:2][C:23]([NH:22][CH3:21])=[O:24])([C:4](=[O:5])[NH:6][S:7]([C:10]1[CH:15]=[CH:14][C:13]([CH3:16])=[CH:12][CH:11]=1)(=[O:9])=[O:8])[CH:17]([CH3:18])[CH3:19] |f:0.1|. Reported procedure: A solution of 2-amino-2,3-dimethyl-N-(p-tolylsulfonyl)butyramide hydrochloride (5 g, 15.58 mmols) dissolved in 50 mL of DMF under nitrogen is cooled to -30° C. Then 10 mL of methyl isocyanate in 10 mL of THF is added at such a rate that temperature is maintained at -30° C., and the reaction mixture is allowed to stir for two hours at -30° C. and then for 16 hours at room temperature. Starting materials: CCOC(C)=O, C=CCc1cc(Oc2ccc(Cl)cc2)ccc1O. Product: CCCc1cc(Oc2ccc(Cl)cc2)ccc1O. As a reaction SMILES: [CH3:19][CH2:20][O:21][C:22](=[O:23])[CH3:24].[Cl:1][c:2]1[cH:3][cH:4][c:5]([O:6][c:7]2[cH:8][c:9]([CH2:14][CH:15]=[CH2:16])[c:10]([OH:13])[cH:11][cH:12]2)[cH:17][cH:18]1>>[Cl:1][c:2]1[cH:3][cH:4][c:5]([O:6][c:7]2[cH:8][c:9]([CH2:14][CH2:15][CH3:16])[c:10]([OH:13])[cH:11][cH:12]2)[cH:17][cH:18]1.